From a dataset of the Open Reaction Database (ORD), a public repository of structured organic reaction records. describe an organic reaction: reactants, conditions, products, and yield Reactants: ClCCl, CO, ON=CC1CCCCO1, Cl, N#C[K]. Product: N#CC(=NO)C1CCCCO1. RXN SMILES: [CH2:14]([Cl:15])[Cl:16].[CH3:17][OH:18].[CH:2]([CH:3]1[O:4][CH2:5][CH2:6][CH2:7][CH2:8]1)=[N:9][OH:10].[Cl:1].[K:11][C:12]#[N:13]>>[C:2]([CH:3]1[O:4][CH2:5][CH2:6][CH2:7][CH2:8]1)(=[N:9][OH:10])[C:12]#[N:13]. Conditions: time 16 hour. Reactants: ClC1=C2CCC(C2=CC=C1)=O (4-chloro-indan-1-one), Triethylphosphonoacetate, [H-].[Na+] (NaH), esters, CCOC(=O)C (EtOAc). The reagents and catalysts are [Rh] (Rh on Alumina). Reported procedure: Use of 2-chlorocinnamic acid (Intermediate TWENTYTHREE-1) (commercially available from Aldrich) in the applicable process steps described in Method TWENTY produced 4-chloro-indan-1-one (Intermediate TWENTYFOUR-1). Triethylphosphonoacetate (3.5 mL, 17.2 mmol) was added to a mixture of NaH (0.69 g, 12.2 mmol) in THF (25 mL). After 30 m, a solution of 4-chloro-indan-1-one (Intermediate TWENTYFOUR-1) (1.46 g, 8.8 mmol) in THF (20 mL) was added to the mixture. The reaction mixture was allowed to stir... As a reaction SMILES: [H-].[Na+].[Cl:3][C:4]1[CH:12]=[CH:11][CH:10]=[C:9]2[C:5]=1[CH2:6][CH2:7][C:8]2=O.[CH3:14][CH2:15][O:16][C:17]([CH3:19])=[O:18]>C1COCC1.[Rh]>[CH2:15]([O:16][C:17](=[O:18])[CH2:19][CH:8]1[C:9]2[C:5](=[C:4]([Cl:3])[CH:12]=[CH:11][CH:10]=2)[CH2:6][CH2:7]1)[CH3:14] |f:0.1|. Solvent: C1CCOC1 (THF), C1CCOC1 (THF). The product is C(C)OC(CC1CCC2=C(C=CC=C12)Cl)=O ((4-chloro-indan-1-yl)-acetic acid ethyl ester). Reactants: C1(=CC=CC=C1)CCCCO (4-Phenylbutanol), BrCCCCCBr (1,5-dibromopentane). Reagents/catalysts: S([O-])(O)(=O)=O.C(CCC)[N+](CCCC)(CCCC)CCCC (tetrabutyl ammonium bisulphate). The solvent is [OH-].[Na+] (NaOH), [OH-].[Na+] (NaOH). Product: BrCCCCCOCCCCC1=CC=CC=C1 ([4-[(5-Bromopentyl)oxy]butyl]benzene). RXN SMILES: [C:1]1([CH2:7][CH2:8][CH2:9][CH2:10][OH:11])[CH:6]=[CH:5][CH:4]=[CH:3][CH:2]=1.[Br:12][CH2:13][CH2:14][CH2:15][CH2:16][CH2:17]Br>[OH-].[Na+].S(=O)(=O)(O)[O-].C([N+](CCCC)(CCCC)CCCC)CCC>[Br:12][CH2:13][CH2:14][CH2:15][CH2:16][CH2:17][O:11][CH2:10][CH2:9][CH2:8][CH2:7][C:1]1[CH:6]=[CH:5][CH:4]=[CH:3][CH:2]=1 |f:2.3,4.5|. Procedure details: 4-Phenylbutanol (5.80 g) was stirred in 1,5-dibromopentane (52 ml) and 5N NaOH solution (50 ml), and tetrabutyl ammonium bisulphate (0.87 g) was added and the reaction mixture was stirred at RT for 72 h. (After 42 h the NaOH layer was replaced by a fresh solution). The two layers were separated and the aqueous phase was extracted with ER (3×50 ml). The combined organic layers were dried (Na2SO4), and evaporated to give a clear liquid. Excess 1,5-dibromopentane was removed by distillation at 60° ... The reactants are C(C)OC(NC1=CC(=C(C=C1)Br)C)=O ((4-bromo-3-methyl-phenyl)-carbamic acid ethyl ester), [Li]CCCC (n-BuLi), CN(C)C=O (DMF). Run in C1CCOC1 (THF). Conditions: temperature -78 celsius, time 40 minute. Product: C(C)OC(NC1=CC(=C(C=C1)C=O)C)=O ((4-formyl-3-methyl-phenyl)-carbamic acid ethyl ester). As a reaction SMILES: [CH2:1]([O:3][C:4](=[O:14])[NH:5][C:6]1[CH:11]=[CH:10][C:9](Br)=[C:8]([CH3:13])[CH:7]=1)[CH3:2].[Li]CCCC.CN([CH:23]=[O:24])C>C1COCC1>[CH2:1]([O:3][C:4](=[O:14])[NH:5][C:6]1[CH:11]=[CH:10][C:9]([CH:23]=[O:24])=[C:8]([CH3:13])[CH:7]=1)[CH3:2]. Procedure: To a solution of (4-bromo-3-methyl-phenyl)-carbamic acid ethyl ester (210 mg) in THF (4 mL) was added n-BuLi (0.71 mL, 2.5 M solution in hexane) at −78° C. The mixture was stirred at −78° C. for 40 min, then DMF (0.31 mL) was added. The mixture was stirred at −78° C. for 40 min and then warmed up to room temperature. The reaction mixture was quenched with saturated NH4Cl aqueous solution (11 mL) and extracted with EtOAc. The organic extracts were washed with brine, dried over Na2SO4, filtered an... The reactants are CCOP(=O)(CC#N)OCC, Cc1oc(-c2ccc3ccccc3c2)nc1COc1ccc(C=CC=O)cc1. The product is Cc1oc(-c2ccc3ccccc3c2)nc1COc1ccc(C=CC=CC#N)cc1. RXN SMILES: [C:29](#[N:30])[CH2:31][P:32](=[O:33])([O:34][CH2:35][CH3:36])[O:37][CH2:38][CH3:39].[CH3:1][c:2]1[c:3]([CH2:17][O:18][c:19]2[cH:20][cH:21][c:22]([CH:25]=[CH:26][CH:27]=[O:28])[cH:23][cH:24]2)[n:4][c:5](-[c:7]2[cH:8][c:9]3[cH:10][cH:11][cH:12][cH:13][c:14]3[cH:15][cH:16]2)[o:6]1>>[CH3:1][c:2]1[c:3]([CH2:17][O:18][c:19]2[cH:20][cH:21][c:22]([CH:25]=[CH:26][CH:27]=[CH:31][C:29]#[N:30])[cH:23][cH:24]2)[n:4][c:5](-[c:7]2[cH:8][c:9]3[cH:10][cH:11][cH:12][cH:13][c:14]3[cH:15][cH:16]2)[o:6]1. Reactants: ice, FC1=CC=C(C=C1)C(CC(=O)Cl)(C)C (3-(4-fluorophenyl)-3-methylbutyryl chloride), [Cl-].[Al+3].[Cl-].[Cl-] (aluminum chloride). Solvent: ClCCl (dichloromethane), ClCCl (dichloromethane). Reaction conditions: temperature 25 celsius, time 18 hour. Yields the product FC1=CC=C2C(CC(C2=C1)=O)(C)C (6-fluoro-3,3-dimethyl-1-indanone). The yield is 104.7%. As a reaction SMILES: [F:1][C:2]1[CH:7]=[CH:6][C:5]([C:8]([CH3:14])([CH3:13])[CH2:9][C:10](Cl)=[O:11])=[CH:4][CH:3]=1.[Cl-].[Al+3].[Cl-].[Cl-]>ClCCl>[F:1][C:2]1[CH:7]=[C:6]2[C:5]([C:8]([CH3:14])([CH3:13])[CH2:9][C:10]2=[O:11])=[CH:4][CH:3]=1 |f:1.2.3.4|. Procedure: A solution of 3-(4-fluorophenyl)-3-methylbutyryl chloride (19.0 g, 0.0815 mol) in dichloromethane (100 ml) was added dropwise over 2.5 h to a stirring mixture of aluminum chloride (13.57 g, 0.102 mol, Aldrich) in dichloromethane (200 ml) while protected from moisture by a nitrogen atmosphere. After stirring 18 h at 25° C., the reaction solution was poured over ice (400 g) and the resulting solution was extracted with dichloromethane (2×200 ml). The dichloromethane layers were combined, washed wi...